From a dataset of the Open Reaction Database (ORD), a public repository of structured organic reaction records. describe an organic reaction: reactants, conditions, products, and yield The solvent is C(C)(=O)OCC (ethyl acetate), O1CCOCC1 (1,4-dioxane). Reaction SMILES: C[O:2][C:3]([C:5]1[CH:6]=[CH:7][C:8]2[CH:12]=[CH:11][S:10][C:9]=2[C:13]=1[O:14][CH2:15][C:16]1[CH:21]=[CH:20][C:19]([C:22]([F:25])([F:24])[F:23])=[CH:18][CH:17]=1)=[O:4].[Li+].[OH-].Cl>O1CCOCC1.C(OCC)(=O)C>[F:24][C:22]([F:23])([F:25])[C:19]1[CH:20]=[CH:21][C:16]([CH2:15][O:14][C:13]2[C:9]3[S:10][CH:11]=[CH:12][C:8]=3[CH:7]=[CH:6][C:5]=2[C:3]([OH:4])=[O:2])=[CH:17][CH:18]=1 |f:1.2|. Procedure details: 323 mg 7-(4-Trifluoromethyl-benzyloxy)-benzo[b]thiophene-6-carboxylic acid methyl ester was dissolved in 10 ml of 1,4-dioxane. To this was added 4.4 ml of 1 M LiOH (aq), and the reaction was stirred for 7 h at 60° C. and overnight at room temperature. The reaction mixture was diluted with 5 ml of ethyl acetate, acidified to pH 3 with 2N HCl (aq) and extracted with 10 ml ethyl acetate 4 times. The combined organic layers were washed with brine, dried over sodium sulphate and concentrated in vacuo... Yield: 87.2%. Starting materials: [Li+].[OH-] (LiOH), COC(=O)C=1C=CC2=C(SC=C2)C1OCC1=CC=C(C=C1)C(F)(F)F (7-(4-Trifluoromethyl-benzyloxy)-benzo[b]thiophene-6-carboxylic acid methyl ester), Cl (HCl). Run at temperature 60 celsius, time 8 hour. Product: FC(C1=CC=C(COC2=C(C=CC3=C2SC=C3)C(=O)O)C=C1)(F)F (7-(4-trifluoromethyl-benzyloxy)-benzo[b]thiophene-6-carboxylic acid). Reactants: ClC1=CC(=C(C(O)=C1)O)[N+](=O)[O-] (5-chloro-3-nitro-catechol), [OH-].[Na+] (NaOH), O (water), C1(=CC=CC=C1)C (toluene). Solvent: CS(=O)C (DMSO), C(Cl)Cl (CH2Cl2), CS(=O)C (DMSO), CN1C(CCC1)=O (N-methylpyrrolidone). Run at temperature 130 celsius. Product: ClC=1C=C(C2=C(OCO2)C1)[N+](=O)[O-] (6-Chloro-4-nitro-1,3-benzodioxole). Yield: 70.3%. RXN SMILES: [OH-].[Na+].[Cl:3][C:4]1[CH:10]=[C:8]([OH:9])[C:7]([OH:11])=[C:6]([N+:12]([O-:14])=[O:13])[CH:5]=1.O.[C:16]1(C)C=CC=CC=1>CS(C)=O.CN1CCCC1=O.C(Cl)Cl>[Cl:3][C:4]1[CH:5]=[C:6]([N+:12]([O-:14])=[O:13])[C:7]2[O:11][CH2:16][O:9][C:8]=2[CH:10]=1 |f:0.1|. Procedure: Under N2 8.0 g of NaOH (powdered) is dissolved in 80 ml of DMSO, or, alternatively, in N-methylpyrrolidone (NMP) at 80° C. In about 15 min a solution of 20.0 g of 5-chloro-3-nitro-catechol in 20 ml DMSO (NMP) and 100 ml CH2Cl2 is added at 80° C. The reaction mixture is heated at 130° C. for 8-30 hours while stirring. After cooling down to room temp., successively 200 ml water and 400 ml toluene are added. Stirring for 5 min., separation of the layers, and extraction of the water layer with 100 m...